Dataset: the Open Reaction Database (ORD), a public repository of structured organic reaction records. Task: describe an organic reaction: reactants, conditions, products, and yield Reactants: CC=1OC(/C(/N1)=C/C1=CC=C(C=C1)SC)=O ((4Z)-2-Methyl-4-(4-(methylsulfanyl)benzylidene)-1,3-oxazol-5(4H)-one), Cl (hydrochloric acid), O1CCOCC1 (1,4-dioxane). Yields the product CSC1=CC=C(C=C1)CC(C(=O)O)=O (3-(4-(methylsulfanyl)phenyl)-2-oxopropanoic acid). As a reaction SMILES: CC1[O:3][C:4](=[O:16])/[C:5](=[CH:7]/[C:8]2[CH:13]=[CH:12][C:11]([S:14][CH3:15])=[CH:10][CH:9]=2)/N=1.Cl.[O:18]1CCOCC1>>[CH3:15][S:14][C:11]1[CH:12]=[CH:13][C:8]([CH2:7][C:5](=[O:18])[C:4]([OH:3])=[O:16])=[CH:9][CH:10]=1. Reported procedure: (4Z)-2-Methyl-4-(4-(methylsulfanyl)benzylidene)-1,3-oxazol-5(4H)-one (17.5 g), 1,4-dioxane (100 ml) and 4N-hydrochloric acid (27 ml) were combined. The reaction mixture was refluxed for 3 hours. After cooled to room temperature, the mixture was concentrated in vacuo. Ethyl acetate and water were added to the residue, and the precipitate was filtered in vacuo to give 3-(4-(methylsulfanyl)phenyl)-2-oxopropanoic acid (6.7 g) as a pale brown solid. Starting materials: C(=O)NC1=CC=C(C=C1)C1=C(C=C(S1)C(=O)OCC)C1=CC=C(C=C1)S(=O)(=O)C (ethyl 5-[4-(formylamino)phenyl]-4-[4-(methylsulfonyl)phenyl]thiophene-2-carboxylate), CN(C=O)C (N,N-dimethylformamide), [H-].[Na+] (Sodium hydride), ice, CI (methyl iodide), ice water. Reaction conditions: time 30 minute. Product: C(=O)CNC1=CC=C(C=C1)C1=C(C=C(S1)C(=O)OCC)C1=CC=C(C=C1)S(=O)(=O)C (ethyl 5-[4-(N-formylmethylamino)phenyl]-4-[4-(methylsulfonyl)phenyl]thiophene-2-carboxylate). Reaction SMILES: [H-].[Na+].[CH:3]([NH:5][C:6]1[CH:11]=[CH:10][C:9]([C:12]2[S:16][C:15]([C:17]([O:19][CH2:20][CH3:21])=[O:18])=[CH:14][C:13]=2[C:22]2[CH:27]=[CH:26][C:25]([S:28]([CH3:31])(=[O:30])=[O:29])=[CH:24][CH:23]=2)=[CH:8][CH:7]=1)=O.CI.CN(C)[CH:36]=[O:37]>>[CH:36]([CH2:3][NH:5][C:6]1[CH:7]=[CH:8][C:9]([C:12]2[S:16][C:15]([C:17]([O:19][CH2:20][CH3:21])=[O:18])=[CH:14][C:13]=2[C:22]2[CH:23]=[CH:24][C:25]([S:28]([CH3:31])(=[O:29])=[O:30])=[CH:26][CH:27]=2)=[CH:10][CH:11]=1)=[O:37] |f:0.1|. Reported procedure: Sodium hydride (60%; 40 mg) was added to an ice-cooled solution of ethyl 5-[4-(formylamino)phenyl]-4-[4-(methylsulfonyl)phenyl]thiophene-2-carboxylate (0.35 g) in N,N-dimethylformamide (10 ml). The mixture was stirred at ambient temperature for 30 minutes, and to the resulting mixture was added methyl iodide (0.23 g) at 5° C. The mixture was stirred at ambient temperature for 1.5 hours and poured into ice-water. The precipitates were collected, washed with water, and dried in vacuo to give ethyl... The reactants are CC(=O)O, O, Oc1ncnc2c(-c3ccccc3)cnn12, O=[N+]([O-])O, O=S(=O)(O)O. Product: O=[N+]([O-])c1ccc(-c2cnn3c(O)ncnc23)cc1. As a reaction SMILES: [CH3:10][C:11](=[O:12])[OH:13].[OH2:30].[OH:14][c:15]1[n:16][cH:17][n:18][c:19]2[n:20]1[n:21][cH:22][c:23]2-[c:24]1[cH:25][cH:26][cH:27][cH:28][cH:29]1.[OH:6][N+:7]([O-:8])=[O:9].[S:1](=[O:2])(=[O:3])([OH:4])[OH:5]>>[O-:6][N+:7](=[O:9])[c:27]1[cH:26][cH:25][c:24](-[c:23]2[c:19]3[n:18][cH:17][n:16][c:15]([OH:14])[n:20]3[n:21][cH:22]2)[cH:29][cH:28]1. Product: Cl, NC1(c2ccc(-c3c(-c4ccccc4)oc4c(-c5cn[nH]c5)cccc4c3=O)cc2)CCC1. Reaction SMILES: [C:30]([O:31][C:32](=[O:33])[NH:36][C:37]1([c:41]2[cH:42][cH:43][c:44](-[c:47]3[c:48](-[c:63]4[cH:64][cH:65][cH:66][cH:67][cH:68]4)[o:49][c:50]4[c:51](-[c:58]5[cH:59][n:60][nH:61][cH:62]5)[cH:52][cH:53][cH:54][c:55]4[c:56]3=[O:57])[cH:45][cH:46]2)[CH2:38][CH2:39][CH2:40]1)([CH3:34])([CH3:35])[CH3:69].[CH3:78][OH:79].[ClH:77].[F:70][C:71]([F:72])([F:73])[C:74]([OH:75])=[O:76].[NH2:1][C:2]1([c:3]2[cH:4][cH:5][c:6](-[c:7]3[c:8](=[O:9])[c:10]4[c:11]([cH:12][cH:13][c:14]([F:15])[cH:16]4)[o:17][c:18]3-[c:19]3[cH:20][cH:21][cH:22][cH:23][cH:24]3)[cH:25][cH:26]2)[CH2:27][CH2:28][CH2:29]1.[OH2:80]>>[ClH:77].[NH2:36][C:37]1([c:41]2[cH:42][cH:43][c:44](-[c:47]3[c:48](-[c:63]4[cH:64][cH:65][cH:66][cH:67][cH:68]4)[o:49][c:50]4[c:51](-[c:58]5[cH:59][nH:60][n:61][cH:62]5)[cH:52][cH:53][cH:54][c:55]4[c:56]3=[O:57])[cH:45][cH:46]2)[CH2:38][CH2:39][CH2:40]1. Reactants: CC(C)(C)OC(=O)NC1(c2ccc(-c3c(-c4ccccc4)oc4c(-c5cn[nH]c5)cccc4c3=O)cc2)CCC1, CO, Cl, O=C(O)C(F)(F)F, NC1(c2ccc(-c3c(-c4ccccc4)oc4ccc(F)cc4c3=O)cc2)CCC1, O. RXN SMILES: [CH3:13][CH:14]([CH2:15][AlH:16][CH2:17][CH:18]([CH3:19])[CH3:20])[CH3:21].[Cl:22][CH2:23][Cl:24].[NH2:1][c:2]1[n:3][cH:4][c:5]([C:6](=[O:7])[O:8][CH3:9])[cH:10][c:11]1[I:12]>>[NH2:1][c:2]1[n:3][cH:4][c:5]([CH2:6][OH:7])[cH:10][c:11]1[I:12]. Product: Nc1ncc(CO)cc1I. Reactants: CC(C)C[AlH]CC(C)C, ClCCl, COC(=O)c1cnc(N)c(I)c1.